Dataset: the Open Reaction Database (ORD), a public repository of structured organic reaction records. Task: describe an organic reaction: reactants, conditions, products, and yield Starting materials: O (water), C(C)(C)(C)OC(=O)N1NC2=C(C=NC=3C(=CC=CC23)[N+](=O)[O-])C1=O (2-tert-butoxycarbonyl-2,3-dihydro-6-nitro-1H-pyrazolo[4,3-c]quinolin-3-one), C([O-])([O-])=O.[K+].[K+] (potassium carbonate), CI (methyl iodide). Solvent: CN(C=O)C (dimethylformamide). Reaction conditions: temperature 60 celsius, time 2 hour. Product: C(C)(C)(C)OC(=O)N1N(C2=C(C=NC=3C(=CC=CC23)[N+](=O)[O-])C1=O)C (2-tert-butoxycarbonyl-2,3-dihydro-1-methyl-6-nitro-1H-pyrazolo[4,3-c]quinolin-3-one). The yield is 24.3%. RXN SMILES: [C:1]([O:5][C:6]([N:8]1[C:23](=[O:24])[C:11]2[CH:12]=[N:13][C:14]3[C:15]([N+:20]([O-:22])=[O:21])=[CH:16][CH:17]=[CH:18][C:19]=3[C:10]=2[NH:9]1)=[O:7])([CH3:4])([CH3:3])[CH3:2].[C:25](=O)([O-])[O-].[K+].[K+].CI.O>CN(C)C=O>[C:1]([O:5][C:6]([N:8]1[C:23](=[O:24])[C:11]2[CH:12]=[N:13][C:14]3[C:15]([N+:20]([O-:22])=[O:21])=[CH:16][CH:17]=[CH:18][C:19]=3[C:10]=2[N:9]1[CH3:25])=[O:7])([CH3:4])([CH3:2])[CH3:3] |f:1.2.3|. Reported procedure: To a mixture of 2-tert-butoxycarbonyl-2,3-dihydro-6-nitro-1H-pyrazolo[4,3-c]quinolin-3-one (450 mg) and potassium carbonate (565 mg) in dimethylformamide was added methyl iodide (580 mg), and the mixture was stirred for 2 hours at 60° C. The mixture was poured into water and extracted with ethyl acetate. The organic layer was washed with brine, dried over magnesium sulfate and evaporated in vacuo. The residue was purified by column chromatography on silica gel (dichloromethane-ethyl acetate) to ... The product is N[C@](CO)(C)C1=CC2=CC=C(C=C2C=C1)OC1CCC(CC1)C(C)CC ((R)-2-Amino-2-[6-(4-sec-butyl-cyclohexyloxy)-naphthalen-2-yl]-propan-1-ol). Reaction SMILES: [CH:1]([CH:5]1[CH2:10][CH2:9][CH:8]([O:11][C:12]2[CH:13]=[C:14]3[C:19](=[CH:20][CH:21]=2)[CH:18]=[C:17]([C@:22]2([CH3:28])[CH2:26][O:25]C(=O)[NH:23]2)[CH:16]=[CH:15]3)[CH2:7][CH2:6]1)([CH2:3][CH3:4])[CH3:2].C(O)C.O.[OH-].[Li+].O>>[NH2:23][C@@:22]([C:17]1[CH:16]=[CH:15][C:14]2[C:19](=[CH:20][CH:21]=[C:12]([O:11][CH:8]3[CH2:7][CH2:6][CH:5]([CH:1]([CH2:3][CH3:4])[CH3:2])[CH2:10][CH2:9]3)[CH:13]=2)[CH:18]=1)([CH3:28])[CH2:26][OH:25] |f:2.3.4|. Procedure: The compound was prepared in a manner similar as to that described above using (R)-4-[6-(4-sec-Butyl-cyclohexyloxy)-naphthalen-2-yl]-4-methyl-oxazolidin-2-one (200 mg, 0.0005 mol), ethanol (2.2 g, 0.049 mol) and 4.2 M lithium hydroxide, monohydrate in water (2.1 mL, 0.0090 mol) to give 152 mg of the desired product as a white solid (50%). ESI-MS: 339 (M−16)+. 1H NMR (400 MHz, DMSO-d6) δ=8.30 (s, 1H), 7.88 (s, 1H), 7.75 (d, J=8.8 Hz, 1H), 7.71-7.56 (m, 1H), 7.24 (d, J=2.0 Hz, 1H), 7.12 (dd, J=2.3... Yield: 85.5%. Reactants: C(C)(CC)C1CCC(CC1)OC=1C=C2C=CC(=CC2=CC1)[C@]1(NC(OC1)=O)C ((R)-4-[6-(4-sec-Butyl-cyclohexyloxy)-naphthalen-2-yl]-4-methyl-oxazolidin-2-one), O (water), C(C)O (ethanol), O.[OH-].[Li+] (lithium hydroxide, monohydrate). Reactants: CC(C)(C)c1ccc(Br)cc1, C#CCO, [Cu]I, C1CCC2=NCCCN2CC1, C1CCOC1, c1ccc(P(c2ccccc2)(c2ccccc2)[Pd](P(c2ccccc2)(c2ccccc2)c2ccccc2)(P(c2ccccc2)(c2ccccc2)c2ccccc2)P(c2ccccc2)(c2ccccc2)c2ccccc2)cc1. The product is CC(C)(C)c1ccc(C#CCO)cc1. Reaction SMILES: [Br:1][c:2]1[cH:3][cH:4][c:5]([C:8]([CH3:9])([CH3:10])[CH3:11])[cH:6][cH:7]1.[CH2:23]([C:24]#[CH:25])[OH:26].[Cu:32][I:33].[N:12]12[CH2:13][CH2:14][CH2:15][N:16]=[C:17]1[CH2:18][CH2:19][CH2:20][CH2:21][CH2:22]2.[O:27]1[CH2:28][CH2:29][CH2:30][CH2:31]1.[cH:34]1[cH:35][cH:36][c:37]([P:38]([Pd:39]([P:40]([c:41]2[cH:42][cH:43][cH:44][cH:45][cH:46]2)([c:47]2[cH:48][cH:49][cH:50][cH:51][cH:52]2)[c:53]2[cH:54][cH:55][cH:56][cH:57][cH:58]2)([P:59]([c:60]2[cH:61][cH:62][cH:63][cH:64][cH:65]2)([c:66]2[cH:67][cH:68][cH:69][cH:70][cH:71]2)[c:72]2[cH:73][cH:74][cH:75][cH:76][cH:77]2)[P:78]([c:79]2[cH:80][cH:81][cH:82][cH:83][cH:84]2)([c:85]2[cH:86][cH:87][cH:88][cH:89][cH:90]2)[c:91]2[cH:92][cH:93][cH:94][cH:95][cH:96]2)([c:97]2[cH:98][cH:99][cH:100][cH:101][cH:102]2)[c:103]2[cH:104][cH:105][cH:106][cH:107][cH:108]2)[cH:109][cH:110]1>>[c:2]1([C:25]#[C:24][CH2:23][OH:26])[cH:3][cH:4][c:5]([C:8]([CH3:9])([CH3:10])[CH3:11])[cH:6][cH:7]1. The reactants are O=C([O-])[O-], CCCCN=C=O, CC(C)=O, Cl, [K+], [K+], NS(=O)(=O)c1cc([N+](=O)[O-])cs1. The product is CCCCNC(=O)NS(=O)(=O)c1cc([N+](=O)[O-])cs1. As a reaction SMILES: [C:20](=[O:21])([O-:22])[O-:23].[CH3:13][CH2:14][CH2:15][CH2:16][N:17]=[C:18]=[O:19].[CH3:27][C:28](=[O:29])[CH3:30].[ClH:26].[K+:24].[K+:25].[N+:1](=[O:2])([O-:3])[c:4]1[cH:5][c:6]([S:9](=[O:10])(=[O:11])[NH2:12])[s:7][cH:8]1>>[N+:1](=[O:2])([O-:3])[c:4]1[cH:5][c:6]([S:9](=[O:10])(=[O:11])[NH:12][C:18]([NH:17][CH2:16][CH2:15][CH2:14][CH3:13])=[O:19])[s:7][cH:8]1. Reactants: C(C=C)(=O)OC (Methyl acrylate), BrC1=C(C=O)C=C(C=C1)OCC=1C(=NSC1C(F)(F)F)C1=CC=C(C=C1)Cl (2-Bromo-5-((3-(4-chlorophenyl)-5-(trifluoromethyl)isothiazol-4-yl)methoxy)benzaldehyde), dichlorobis(tri-o-tolyphosphine) palladium, C([O-])([O-])=O.[K+].[K+] (potassium carbonate). Solvent: CN(C)C=O (DMF). Reaction conditions: temperature 105 celsius. Product: ClC1=CC=C(C=C1)C1=NSC(=C1COC1=CC(=C(C=C1)/C=C/C(=O)OC)C=O)C(F)(F)F ((E)-methyl 3-(4-((3-(4-chlorophenyl)-5-(trifluoromethyl)isothiazol-4-yl)methoxy)-2-formylphenyl)acrylate). Isolated yield 41.2%. RXN SMILES: Br[C:2]1[CH:9]=[CH:8][C:7]([O:10][CH2:11][C:12]2[C:13]([C:21]3[CH:26]=[CH:25][C:24]([Cl:27])=[CH:23][CH:22]=3)=[N:14][S:15][C:16]=2[C:17]([F:20])([F:19])[F:18])=[CH:6][C:3]=1[CH:4]=[O:5].C(=O)([O-])[O-].[K+].[K+].[C:34]([O:38][CH3:39])(=[O:37])[CH:35]=[CH2:36]>CN(C=O)C>[Cl:27][C:24]1[CH:25]=[CH:26][C:21]([C:13]2[C:12]([CH2:11][O:10][C:7]3[CH:8]=[CH:9][C:2](/[CH:36]=[CH:35]/[C:34]([O:38][CH3:39])=[O:37])=[C:3]([CH:4]=[O:5])[CH:6]=3)=[C:16]([C:17]([F:20])([F:19])[F:18])[S:15][N:14]=2)=[CH:22][CH:23]=1 |f:1.2.3|. Reported procedure: 2-Bromo-5-((3-(4-chlorophenyl)-5-(trifluoromethyl)isothiazol-4-yl)methoxy)benzaldehyde (300 mg, 0.63 mmol), dichlorobis(tri-o-tolyphosphine) palladium (35 mg, 0.045 mmol), potassium carbonate (174 mg, 1.26 mmol) in DMF (2 mL) was purged under reduced pressure and backfilled with argon gas. Methyl acrylate (0.114 mL, 1.26 mmol) was added and heated at 105° C. for 3 hrs. The reaction mixture was filtered through a pad of diatomaceous earth. The filtrate was washed with ethyl acetate. The organic l... Starting materials: Br, Br, CC(=O)O, Nc1nc2cccc([N+](=O)[O-])c2s1, O=N[O-], [Na+], [Na+], [OH-], O. Product: O=[N+]([O-])c1cccc2nc(Br)sc12. Reaction SMILES: [Br:15].[BrH:14].[CH3:22][C:23](=[O:24])[OH:25].[N+:1](=[O:2])([O-:3])[c:4]1[cH:5][cH:6][cH:7][c:8]2[n:9][c:10]([NH2:13])[s:11][c:12]12.[N:16]([O-:17])=[O:18].[Na+:19].[Na+:21].[OH-:20].[OH2:26]>>[N+:1](=[O:2])([O-:3])[c:4]1[cH:5][cH:6][cH:7][c:8]2[n:9][c:10]([Br:14])[s:11][c:12]12.